From a dataset of the Open Reaction Database (ORD), a public repository of structured organic reaction records. describe an organic reaction: reactants, conditions, products, and yield The product is C(C)(=O)O[C@@H]1[C@H](C[C@@H]2CC[C@H]3[C@@H]4CC[C@H](C(C)=O)[C@]4(C[C@@H]([C@@H]3[C@]2(C1)C)OC(CCl)=O)C)O (2β-Acetoxy-11β-chloroacetoxy-3α-hydroxy-5α-pregnan-20-one). Reaction SMILES: [Cl:1][CH2:2][C:3]([O:5][C@H:6]1[CH2:25][C@@:24]2([CH3:26])[C@@H:17]([CH2:18][CH2:19][C@@H:20]2[C:21](=[O:23])[CH3:22])[C@H:16]2[C@H:7]1[C@:8]1([CH3:28])[C@@H:13]([CH2:14][CH2:15]2)[CH2:12][C@@H:11]2[O:27][C@@H:10]2[CH2:9]1)=[O:4].C(=O)(O)[O-].[Na+].[C:34]([OH:37])(=[O:36])[CH3:35]>>[C:34]([O:37][C@H:10]1[CH2:9][C@@:8]2([CH3:28])[C@@H:13]([CH2:14][CH2:15][C@@H:16]3[C@@H:7]2[C@@H:6]([O:5][C:3](=[O:4])[CH2:2][Cl:1])[CH2:25][C@@:24]2([CH3:26])[C@H:17]3[CH2:18][CH2:19][C@@H:20]2[C:21](=[O:23])[CH3:22])[CH2:12][C@@H:11]1[OH:27])(=[O:36])[CH3:35] |f:1.2|. Reactants: ClCC(=O)O[C@@H]1[C@@H]2[C@]3(C[C@@H]4[C@H](C[C@@H]3CC[C@H]2[C@@H]2CC[C@H](C(C)=O)[C@]2(C1)C)O4)C (11β-Chloroacetoxy-2α,3α-epoxy-5α-pregnan-20-one), C(C)(=O)O (acetic acid), C([O-])(O)=O.[Na+] (sodium bicarbonate). Procedure: 11β-Chloroacetoxy-2α,3α-epoxy-5α-pregnan-20-one (5 g) was dissolved in glacial acetic acid (25 ml) and heated on a steam bath for 3.1/2 hrs. The solution was poured into saturated sodium bicarbonate solution, the white precipitate filtered off, washed well with water and dried. Preparation thick layer chromatography in ethyl acetate-petrol gave the title compound as a white foam (3.26 g). [α]D +93.2°.